Dataset: the Open Reaction Database (ORD), a public repository of structured organic reaction records. Task: describe an organic reaction: reactants, conditions, products, and yield The reactants are C(C1=CC=CC=C1)(=O)O (benzoic acid), C1(=CC=CC=C1)C (toluene), C1(=CC=C(C=C1)S(=O)(=O)O)C (para toluene sulfonic acid), solution, [O-]Cl.[Na+] (chlorox), solution. The solvent is O (water). Conditions: temperature 100 celsius. Product: C(CCCCCCC(C)C)O (Isodecyl alcohol). Yield: 98.3%. As a reaction SMILES: [C:1]([OH:9])(=O)[C:2]1[CH:7]=[CH:6][CH:5]=[CH:4][CH:3]=1.[C:10]1(C)[CH:15]=CC=C[CH:11]=1.C1(C)C=CC(S(O)(=O)=O)=CC=1.[O-]Cl.[Na+]>O>[CH2:1]([OH:9])[CH2:2][CH2:7][CH2:6][CH2:5][CH2:4][CH2:3][CH:10]([CH3:15])[CH3:11] |f:3.4|. Reported procedure: 2 moles); benzoic acid (250 grams; 2.05 moles), toluene (100 ml) and para toluene sulfonic acid (2 grams) were placed into a glass reaction flask equipped with stirrer, thermometer, heating mantle, 12" column packed with 1/4" glass rings, Dean-Stark water trap, and condenser. The temperature increased from 26° C. to 187° C. as the reaction proceeded with stirring Then the reaction mixture was cooled to 100° C. Soda ash (100 ml; 20% solution) was added to the mixture and was followed by the addit... Reactants: [H][H] (hydrogen), [H][H] (hydrogen), C(C1=CC=CC=C1)OC=1C=CC2=C(CN3C(C(N2C)=O)CCC3)C1 (7-benzyloxy-1,2,3,5,10,11a- hexahydro-10-methyl-11H-pyrrolo[2,1-c] [1,4]benzodiazepin-11- one). The reagents and catalysts are [Pd] (palladium-on-carbon). The solvent is C(C)O (ethanol). Yields the product OC=1C=CC2=C(CN3C(C(N2C)=O)CCC3)C1 (1,2,3,5,10,11a-hexahydro-7-hydroxy- 10-methyl-11H-pyrrolo[2,1-c] [1,4]benzodiazepin-11-one). As a reaction SMILES: C([O:8][C:9]1[CH:10]=[CH:11][C:12]2[N:18]([CH3:19])[C:17](=[O:20])[CH:16]3[CH2:21][CH2:22][CH2:23][N:15]3[CH2:14][C:13]=2[CH:24]=1)C1C=CC=CC=1.[H][H]>[Pd].C(O)C>[OH:8][C:9]1[CH:10]=[CH:11][C:12]2[N:18]([CH3:19])[C:17](=[O:20])[CH:16]3[CH2:21][CH2:22][CH2:23][N:15]3[CH2:14][C:13]=2[CH:24]=1. Procedure details: A mixture of 6.44 g. of 7-benzyloxy-1,2,3,5,10,11a- hexahydro-10-methyl-11H-pyrrolo[2,1-c] [1,4]benzodiazepin-11- one, 200 ml. of ethanol and 1.0 g. of 10% palladium-on-carbon catalyst is shaken in a Parr hydrogenator under about 3 atmospheric of hydrogen pressure until the theoretical amount of hydrogen is absorbed. The catalyst is filtered off and the mother liquor is concentrated to remove the solvent. The residue is purified by partition chromatography on a diatomaceous earth column using a ... The reactants are CC(=O)OC(C)=O, COC(=O)CC1=C(C)C(=Cc2ccc(S(N)(=O)=O)cc2)c2ccc(OC)cc21, c1ccncc1. The product is COC(=O)CC1=C(C)C(=Cc2ccc(S(=O)(=O)NC(C)=O)cc2)c2ccc(OC)cc21. RXN SMILES: [CH3:29][C:30](=[O:31])[O:32][C:33](=[O:34])[CH3:35].[NH2:1][S:2](=[O:3])(=[O:4])[c:5]1[cH:6][cH:7][c:8]([CH:11]=[C:12]2[C:13]([CH3:28])=[C:14]([CH2:23][C:24](=[O:25])[O:26][CH3:27])[c:15]3[cH:16][c:17]([O:21][CH3:22])[cH:18][cH:19][c:20]32)[cH:9][cH:10]1.[cH:36]1[cH:37][cH:38][n:39][cH:40][cH:41]1>>[NH:1]([S:2](=[O:3])(=[O:4])[c:5]1[cH:6][cH:7][c:8]([CH:11]=[C:12]2[C:13]([CH3:28])=[C:14]([CH2:23][C:24](=[O:25])[O:26][CH3:27])[c:15]3[cH:16][c:17]([O:21][CH3:22])[cH:18][cH:19][c:20]32)[cH:9][cH:10]1)[C:30]([CH3:29])=[O:31]. The reactants are [OH-].[Na+] (sodium hydroxide), FC(C(=O)O)(F)F (Trifluoroacetic acid), FC1=CC=C(NC2=C(C(=O)OC(C)(C)C)C=CC(=C2)C2=CN=CC3=CC=CC=C23)C=C1 (tert-butyl 2-(4-fluoroanilino)-4-(isoquinolin-4-yl)benzoate), O (Water). The solvent is C(C)(=O)OCC (ethyl acetate). Yields the product FC1=CC=C(NC2=C(C(=O)O)C=CC(=C2)C2=CN=CC3=CC=CC=C23)C=C1 (2-(4-fluoroanilino)-4-(isoquinolin-4-yl)benzoic acid). Isolated yield 52.6%. Reaction SMILES: FC(F)(F)C(O)=O.[F:8][C:9]1[CH:38]=[CH:37][C:12]([NH:13][C:14]2[CH:26]=[C:25]([C:27]3[C:36]4[C:31](=[CH:32][CH:33]=[CH:34][CH:35]=4)[CH:30]=[N:29][CH:28]=3)[CH:24]=[CH:23][C:15]=2[C:16]([O:18]C(C)(C)C)=[O:17])=[CH:11][CH:10]=1.O.[OH-].[Na+]>C(OCC)(=O)C>[F:8][C:9]1[CH:38]=[CH:37][C:12]([NH:13][C:14]2[CH:26]=[C:25]([C:27]3[C:36]4[C:31](=[CH:32][CH:33]=[CH:34][CH:35]=4)[CH:30]=[N:29][CH:28]=3)[CH:24]=[CH:23][C:15]=2[C:16]([OH:18])=[O:17])=[CH:11][CH:10]=1 |f:3.4|. Procedure: Trifluoroacetic acid 3.0 mL solution of tert-butyl 2-(4-fluoroanilino)-4-(isoquinolin-4-yl)benzoate 110 mg was stirred at room temperature for 1 hour. Water and ethyl acetate were added to the reaction mixture, and it was adjusted to pH6.0 with 1.0 mol/L sodium hydroxide aqueous solution. The organic layer was separated and collected,dried over anhydrous magnesium sulfate after washing with saturated sodium chloride aqueous solution, and the solvent was removed under reduced pressure. Hexane and... Reactants: [C-]#N, CC(=O)O, N#C[Cu], [K+], O=N[O-], CC(=O)c1ccc(N)c(Br)c1, [Na+], O, O=S(=O)(O)O. Yields the product CC(=O)c1ccc(C#N)c(Br)c1. Reaction SMILES: [C-:24]#[N:25].[CH3:27][C:28](=[O:29])[OH:30].[Cu:21][C:22]#[N:23].[K+:26].[N:17]([O-:18])=[O:19].[NH2:1][c:2]1[c:3]([Br:11])[cH:4][c:5]([C:8]([CH3:9])=[O:10])[cH:6][cH:7]1.[Na+:20].[OH2:31].[S:12](=[O:13])(=[O:14])([OH:15])[OH:16]>>[c:2]1([C:22]#[N:23])[c:3]([Br:11])[cH:4][c:5]([C:8]([CH3:9])=[O:10])[cH:6][cH:7]1. The reactants are crude product, C([O-])([O-])=O.[K+].[K+] (potassium carbonate), C1=C(C=CC=C1O)C (m-cresol), C(C1=CC=CC=C1)OC[C@@H](CO)NC(OC(C)(C)C)=O (t-butyl (1R)-2-(benzyloxy)-1-(hydroxymethyl)ethylcarbamate), CS(=O)(=O)Cl (methanesulfonyl chloride), crude product, [Cl-].[Li+] (lithium chloride). Solvent: CN(C=O)C (dimethylformamide), ClCCl (dichloromethane), C(C)(=O)OCC (ethyl acetate), ClCCl (dichloromethane), C(C)N(CC)CC (triethylamine), CN(C=O)C (dimethylformamide). Conditions: temperature 0 celsius, time 3 hour. Product: C(C1=CC=CC=C1)OC[C@@H](COC1=CC(=CC=C1)C)NC(OC(C)(C)C)=O (t-butyl (1S)-2-(benzyloxy)-1-[(3-methylphenoxy)methyl]ethylcarbamate). As a reaction SMILES: [CH2:1]([O:8][CH2:9][C@H:10]([NH:13][C:14](=[O:20])[O:15][C:16]([CH3:19])([CH3:18])[CH3:17])[CH2:11][OH:12])[C:2]1[CH:7]=[CH:6][CH:5]=[CH:4][CH:3]=1.CS(Cl)(=O)=O.[Cl-].[Li+].C(=O)([O-])[O-].[K+].[K+].[CH:34]1[C:39](O)=[CH:38][CH:37]=[CH:36][C:35]=1[CH3:41]>ClCCl.C(OCC)(=O)C.CN(C)C=O.C(N(CC)CC)C>[CH2:1]([O:8][CH2:9][C@H:10]([NH:13][C:14](=[O:20])[O:15][C:16]([CH3:17])([CH3:19])[CH3:18])[CH2:11][O:12][C:39]1[CH:38]=[CH:37][CH:36]=[C:35]([CH3:41])[CH:34]=1)[C:2]1[CH:3]=[CH:4][CH:5]=[CH:6][CH:7]=1 |f:2.3,4.5.6|. Reported procedure: To t-butyl (1R)-2-(benzyloxy)-1-(hydroxymethyl)ethylcarbamate (3.23 g) obtained in Step 1 were added dichloromethane (40 ml), methanesulfonyl chloride (1.07 ml) and triethylamine (3.20 ml), and the mixture was stirred at 0° C. for 3 hrs. The reaction mixture was diluted with dichloromethane and, after washing with water, the organic layer was dried over anhydrous sodium sulfate. The solvent was evaporated to give a crude product. To this crude product were added dimethylformamide (30 ml) and lit... Starting materials: BrC1=CC=2N=C(NC(C2S1)=O)[C@H]1N(CCCC1)C(=O)OC(C)(C)C (tert-Butyl (2S)-2-(6-bromo-4-oxo-3,4-dihydrothieno[3,2-d]pyrimidin-2-yl)piperidine-1-carboxylate), CCCCCC.CC(C)O.C(C)NCC (hexane 2-propanol diethylamine). Product: BrC1=CC=2N=C(NC(C2S1)=O)[C@H]1N(CCCC1)C(=O)OC(C)(C)C (tert-Butyl (2S)-2-(6-bromo-4-oxo-3,4-dihydrothieno[3,2-d]pyrimidin-2-yl)piperidine-1-carboxylate), BrC1=CC=2N=C(NC(C2S1)=O)[C@@H]1N(CCCC1)C(=O)OC(C)(C)C (tert-butyl (2R)-2-(6-bromo-4-oxo-3,4-dihydrothieno[3,2-d]pyrimidin-2-yl)piperidine-1-carboxylate). RXN SMILES: [Br:1][C:2]1[S:10][C:9]2[C:8](=[O:11])[NH:7][C:6]([C@@H:12]3[CH2:17][CH2:16][CH2:15][CH2:14][N:13]3[C:18]([O:20][C:21]([CH3:24])([CH3:23])[CH3:22])=[O:19])=[N:5][C:4]=2[CH:3]=1.CCCCCC.CC(O)C.C(NCC)C>>[Br:1][C:2]1[S:10][C:9]2[C:8](=[O:11])[NH:7][C:6]([C@@H:12]3[CH2:17][CH2:16][CH2:15][CH2:14][N:13]3[C:18]([O:20][C:21]([CH3:24])([CH3:23])[CH3:22])=[O:19])=[N:5][C:4]=2[CH:3]=1.[Br:1][C:2]1[S:10][C:9]2[C:8](=[O:11])[NH:7][C:6]([C@H:12]3[CH2:17][CH2:16][CH2:15][CH2:14][N:13]3[C:18]([O:20][C:21]([CH3:24])([CH3:23])[CH3:22])=[O:19])=[N:5][C:4]=2[CH:3]=1 |f:1.2.3|. Procedure details: tert-Butyl (2S)-2-(6-bromo-4-oxo-3,4-dihydrothieno[3,2-d]pyrimidin-2-yl)piperidine-1-carboxylate (3.03 g, 75.5% ee) was fractionated by high performance liquid chromatography (column: CHIRALPAK AD (50 mm i.d.×500 mm L, manufactured by DAICEL CHEMICAL INDUSTRIES, LTD.), mobile phase: hexane/2-propanol/diethylamine (700/300/1), flow rate: 80 mL/min, column temperature: 30° C.). tert-Butyl (2S)-2-(6-bromo-4-oxo-3,4-dihydrothieno[3,2-d]pyrimidin-2-yl)piperidine-1-carboxylate (2.55 g, >99.9% ee, rete...